Dataset: the Open Reaction Database (ORD), a public repository of structured organic reaction records. Task: describe an organic reaction: reactants, conditions, products, and yield Starting materials: N#CCNC(=O)C1CCCCC1CS(=O)(=O)c1ccc(F)cc1, O=C([O-])[O-], CN(C)C=O, [K+], [K+], CCOC(=O)CS. Yields the product CCOC(=O)CSc1ccc(S(=O)(=O)CC2CCCCC2C(=O)NCC#N)cc1. Reaction SMILES: [C:1](#[N:2])[CH2:3][NH:4][C:5](=[O:6])[CH:7]1[CH:8]([CH2:13][S:14](=[O:15])(=[O:16])[c:17]2[cH:18][cH:19][c:20]([F:23])[cH:21][cH:22]2)[CH2:9][CH2:10][CH2:11][CH2:12]1.[C:24](=[O:25])([O-:26])[O-:27].[CH3:37][N:38]([CH3:39])[CH:40]=[O:41].[K+:28].[K+:29].[SH:30][CH2:31][C:32](=[O:33])[O:34][CH2:35][CH3:36]>>[C:1](#[N:2])[CH2:3][NH:4][C:5](=[O:6])[CH:7]1[CH:8]([CH2:13][S:14](=[O:15])(=[O:16])[c:17]2[cH:18][cH:19][c:20]([S:30][CH2:31][C:32](=[O:33])[O:34][CH2:35][CH3:36])[cH:21][cH:22]2)[CH2:9][CH2:10][CH2:11][CH2:12]1. Reactants: [H-].[Al+3].[Li+].[H-].[H-].[H-] (lithium aluminium hydride), S(O)(O)(=O)=O (sulfuric acid), ClC1=CC2=C(OCOC3=C(N2C(CCCl)=O)C=CC=C3)C=C1 (2-chloro-12-(3-chloropropionyl)-12H-dibenzo[d,g][1,3,6]dioxazocine). Solvent: O1CCCC1 (tetrahydrofuran), O1CCCC1 (tetrahydrofuran). Conditions: time 1.5 hour. Yields the product ClC1=CC2=C(OCOC3=C(N2CCCCl)C=CC=C3)C=C1 (2-chloro-12-(3-chloropropyl)-12H-dibenzo[d,g][1,3,6]dioxazocine). As a reaction SMILES: [H-].[Al+3].[Li+].[H-].[H-].[H-].S(=O)(=O)(O)O.[Cl:12][C:13]1[CH:33]=[CH:32][C:16]2[O:17][CH2:18][O:19][C:20]3[CH:31]=[CH:30][CH:29]=[CH:28][C:21]=3[N:22]([C:23](=O)[CH2:24][CH2:25][Cl:26])[C:15]=2[CH:14]=1>O1CCCC1>[Cl:12][C:13]1[CH:33]=[CH:32][C:16]2[O:17][CH2:18][O:19][C:20]3[CH:31]=[CH:30][CH:29]=[CH:28][C:21]=3[N:22]([CH2:23][CH2:24][CH2:25][Cl:26])[C:15]=2[CH:14]=1 |f:0.1.2.3.4.5|. Procedure: To a cooled suspension of lithium aluminium hydride (3.0 g, 79 mmol) in dry tetrahydrofuran (80 ml), concentrated sulfuric acid (3.87 g, 39.5 mmol) was added dropwise at a rate to maintain a temperature <12° C. The mixture was stirred at room temperature for 1.5 h. A solution of the above amide (12.8 g, 37.8 mmol) in dry tetrahydrofuran (80 ml) was added dropwise and stirring was continued for 2 h. The reaction was quenched by careful addition of ethyl acetate (100 ml) followed by water (5.7 ml)... Reactants: NC1=C(N(C2=CC(=CC=C12)F)C(=O)OCC)C(C1=CC=CC=C1)=O (3-Amino-2-benzoyl-1-(ethoxycarbonyl)-6-fluoroindole), C(C)(=O)OCC (ethyl acetate). The solvent is hexanes. The product is C(C)(=O)NC1=C(N(C2=CC(=CC=C12)F)C(=O)OCC)C(C1=CC=CC=C1)=O (3-Acetylamino-2-benzoyl-1-(ethoxycarbonyl)-6-fluoroindole). Reaction SMILES: [NH2:1][C:2]1[C:10]2[C:5](=[CH:6][C:7]([F:11])=[CH:8][CH:9]=2)[N:4]([C:12]([O:14][CH2:15][CH3:16])=[O:13])[C:3]=1[C:17](=[O:24])[C:18]1[CH:23]=[CH:22][CH:21]=[CH:20][CH:19]=1.[C:25](OCC)(=[O:27])[CH3:26]>>[C:25]([NH:1][C:2]1[C:10]2[C:5](=[CH:6][C:7]([F:11])=[CH:8][CH:9]=2)[N:4]([C:12]([O:14][CH2:15][CH3:16])=[O:13])[C:3]=1[C:17](=[O:24])[C:18]1[CH:19]=[CH:20][CH:21]=[CH:22][CH:23]=1)(=[O:27])[CH3:26]. Procedure details: The title compound was prepared according to the procedure described in step 1 of Example 2 (Method A) from 3-amino-2-benzoyl-1-(ethoxycarbonyl)-6-fluoroindole (step 2). tlc: Rf=0.2 (33% ethyl acetate in hexanes)